From a dataset of the Open Reaction Database (ORD), a public repository of structured organic reaction records. describe an organic reaction: reactants, conditions, products, and yield Solvent: O1CCCC1. The reagents and catalysts are O1B(OC(C)(C)C1(C)C)B2OC(C)(C)C(O2)(C)C, NC(C)(C)C, O1BOC(C)(C)C1(C)C, N1=CC=CC2=CC=CC(N)=C12, C[OH2+].C[OH2+].C1CC=CCCC=C1.C1CC=CCCC=C1.[Ir].[Ir]. Reaction conditions: temperature 90 celsius, time 12 hour. Product: O=CC=1C(=CC=CC1C)B2OC(C)(C)C(O2)(C)C. Reactants: O=CC=1C=CC=CC1C. The yield is 52.0%. Yields the product Clc1ccc(OC(c2ccc(Cl)cc2)C(Cl)(Cl)Cl)cc1. Reaction SMILES: [Cl:14][c:15]1[cH:16][cH:17][c:18]([OH:21])[cH:19][cH:20]1.[Cl:1][C:2]([CH:3]([c:4]1[cH:5][cH:6][c:7]([Cl:10])[cH:8][cH:9]1)[OH:11])([Cl:12])[Cl:13].[S:22](=[O:23])(=[O:24])([OH:25])[OH:26]>>[Cl:1][C:2]([CH:3]([c:4]1[cH:5][cH:6][c:7]([Cl:10])[cH:8][cH:9]1)[O:11][c:18]1[cH:17][cH:16][c:15]([Cl:14])[cH:20][cH:19]1)([Cl:12])[Cl:13]. The reactants are Oc1ccc(Cl)cc1, OC(c1ccc(Cl)cc1)C(Cl)(Cl)Cl, O=S(=O)(O)O. Reactants: COC=1C=C(C=CC1)NC(=N)C1=CC=C(C=C1)C (N-(3-Methoxyphenyl)-4-methylbenzenecarboxamidine), C[Si](C)(C)[N-][Si](C)(C)C.[Na+] (sodium bis(trimethylsilyl)amide), C1(=CC=C(C=C1)C#N)C (p-tolunitrile), O1CCCC1 (tetrahydrofuran), O1CCCC1 (tetrahydrofuran), COC=1C=C(N)C=CC1 (3-methoxyaniline), ice water. Reaction conditions: time 30 minute. Product: COC=1C=C(C=CC1)N1C(=NC(=C1)C(=O)O)C1=CC=C(C=C1)C (1-(3-Methoxyphenyl)-2-(4-methylphenyl)-1H-imidazole-4-carboxylic acid). RXN SMILES: [CH3:1][O:2][C:3]1[CH:4]=[C:5]([NH:9][C:10]([C:12]2[CH:17]=[CH:16][C:15]([CH3:18])=[CH:14][CH:13]=2)=[NH:11])[CH:6]=[CH:7][CH:8]=1.C[Si]([N-][Si](C)(C)C)(C)C.[Na+].C1(C)C=CC(C#N)=CC=1.C[O:39][C:40]1C=C(C=[CH:45][CH:46]=1)N.[O:47]1CCCC1>>[CH3:1][O:2][C:3]1[CH:4]=[C:5]([N:9]2[CH:45]=[C:46]([C:40]([OH:39])=[O:47])[N:11]=[C:10]2[C:12]2[CH:13]=[CH:14][C:15]([CH3:18])=[CH:16][CH:17]=2)[CH:6]=[CH:7][CH:8]=1 |f:1.2|. Procedure details: N-(3-Methoxyphenyl)-4-methylbenzenecarboxamidine To a solution of 2.5 mL (5.0 mmol) of 2.0 M (in tetrahydrofuran) sodium bis(trimethylsilyl)amide in 10 mL of tetrahydrofuran at ambient temperature was added a solution of 0.59 g (5.0 mmol) of p-tolunitrile in 20.0 mL of tetrahydrofuran and the resulting solution was stirred for 30 min. To this reaction mixture was slowly added 0.56 mL (5.0 mmol) of 3-methoxyaniline. The resulting mixture was stirred at ambient temperature overnight and then poure... Reactants: BrCc1ccccc1, CC(C)(C)NS(=O)(=O)C1(C)CC1, CCOC(C)=O, CCCCCC. The product is CC(C)(C)NS(=O)(=O)C1(Cc2ccccc2)CC1. RXN SMILES: [Br:13][CH2:14][c:15]1[cH:16][cH:17][cH:18][cH:19][cH:20]1.[C:1]([CH3:2])([CH3:3])([CH3:4])[NH:5][S:6](=[O:7])(=[O:8])[C:9]1([CH3:12])[CH2:10][CH2:11]1.[CH3:21][CH2:22][O:23][C:24]([CH3:25])=[O:26].[CH3:27][CH2:28][CH2:29][CH2:30][CH2:31][CH3:32]>>[C:1]([CH3:2])([CH3:3])([CH3:4])[NH:5][S:6](=[O:7])(=[O:8])[C:9]1([CH2:12][c:15]2[cH:16][cH:17][cH:18][cH:19][cH:20]2)[CH2:10][CH2:11]1.